From a dataset of the Open Reaction Database (ORD), a public repository of structured organic reaction records. describe an organic reaction: reactants, conditions, products, and yield Starting materials: N1CCC(CC1)N1CCOCC1 (4-Piperidin-4-yl-morpholine), BrCC#N (bromoacetonitrile). Yields the product N1(CCOCC1)C1CCN(CC1)CC#N ((4-Morpholin-4-yl-piperidin-1-yl)-acetonitrile). RXN SMILES: [NH:1]1[CH2:6][CH2:5][CH:4]([N:7]2[CH2:12][CH2:11][O:10][CH2:9][CH2:8]2)[CH2:3][CH2:2]1.Br[CH2:14][C:15]#[N:16]>>[N:7]1([CH:4]2[CH2:5][CH2:6][N:1]([CH2:14][C:15]#[N:16])[CH2:2][CH2:3]2)[CH2:12][CH2:11][O:10][CH2:9][CH2:8]1. Procedure: The title compound is synthesized by coupling of 4-Piperidin-4-yl-morpholine (commercially available from CHESS GmbH) and bromoacetonitrile analogously to the preparation of Intermediate 149.2 as a colorless oil; ES-MS: M+=210.1: 1HNMR(DMSO-d6) 3.65 (s, 2H), 3.55 (t, 4H), 2.80-2.75 (m, 2H), 2.40 (t, 4H), 2.15-2.00 (m, 3H), 1.80-1.70 (m, 2H), 1.40-1.30 (m, 2H). As a reaction SMILES: [Al+3:2].[Al+3:8].[CH3:11][O:12][c:13]1[cH:14][cH:15][c:16]([CH:23]2[CH2:24][c:25]3[cH:26][cH:27][c:28]([O:33][CH3:34])[cH:29][c:30]3[CH2:31][CH2:32]2)[c:17]([NH:19][C:20]([CH3:21])=[O:22])[cH:18]1.[Cl-:10].[Cl-:7].[Cl-:9].[H-:1].[H-:4].[H-:5].[H-:6].[Li+:3].[NH3:35].[O:36]1[CH2:37][CH2:38][CH2:39][CH2:40]1>>[CH3:11][O:12][c:13]1[cH:14][cH:15][c:16]([CH:23]2[CH2:24][c:25]3[cH:26][cH:27][c:28]([O:33][CH3:34])[cH:29][c:30]3[CH2:31][CH2:32]2)[c:17]([NH:19][CH2:20][CH3:21])[cH:18]1. The product is CCNc1cc(OC)ccc1C1CCc2cc(OC)ccc2C1. Starting materials: [Al+3], [Al+3], COc1ccc2c(c1)CCC(c1ccc(OC)cc1NC(C)=O)C2, [Cl-], [Cl-], [Cl-], [H-], [H-], [H-], [H-], [Li+], N, C1CCOC1. Starting materials: ClC=1N=C(C2=C(N1)SC(=N2)CN2CC(C2)N2CCS(CC2)(=O)=O)N2CCOCC2 (5-chloro-2-[3-(1,1-Dioxo-1-thiomorpholin-4-yl)azetidin-1-ylmethyl]-7-morpholin-4-ylthiazolo[5,4-d]pyrimidine), C(C)C=1NC2=C(N1)C=CC=C2 (2-ethylbenzimidazole), CC(C)C1=CC(=C(C(=C1)C(C)C)C2=C(C=CC=C2)P(C3CCCCC3)C4CCCCC4)C(C)C (Xphos), C(=O)([O-])[O-].[Cs+].[Cs+] (Cs2CO3). The reagents and catalysts are C=1C=CC(=CC1)/C=C/C(=O)/C=C/C2=CC=CC=C2.C=1C=CC(=CC1)/C=C/C(=O)/C=C/C2=CC=CC=C2.C=1C=CC(=CC1)/C=C/C(=O)/C=C/C2=CC=CC=C2.[Pd].[Pd] (tris(dibenzylideneacetone)dipalladium). Solvent: O1CCOCC1 (dioxane). Conditions: temperature 145 celsius. Yields the product C(C)C1=NC2=C(N1C=1N=C(C3=C(N1)SC(=N3)CN3CC(C3)N3CCS(CC3)(=O)=O)N3CCOCC3)C=CC=C2 (4-(5-(2-ethyl-1H-benzo[d]imidazol-1-yl)-2-((3-(1,1-dioxo-thiomorpholino)azetidin-1-yl)methyl)thiazolo[5,4-d]pyrimidin-7-yl)morpholine). Yield: 60.2%. RXN SMILES: Cl[C:2]1[N:3]=[C:4]([N:24]2[CH2:29][CH2:28][O:27][CH2:26][CH2:25]2)[C:5]2[N:10]=[C:9]([CH2:11][N:12]3[CH2:15][CH:14]([N:16]4[CH2:21][CH2:20][S:19](=[O:23])(=[O:22])[CH2:18][CH2:17]4)[CH2:13]3)[S:8][C:6]=2[N:7]=1.[CH2:30]([C:32]1[NH:33][C:34]2[CH:40]=[CH:39][CH:38]=[CH:37][C:35]=2[N:36]=1)[CH3:31].CC(C1C=C(C(C)C)C(C2C=CC=CC=2P(C2CCCCC2)C2CCCCC2)=C(C(C)C)C=1)C.C([O-])([O-])=O.[Cs+].[Cs+]>O1CCOCC1.C1C=CC(/C=C/C(/C=C/C2C=CC=CC=2)=O)=CC=1.C1C=CC(/C=C/C(/C=C/C2C=CC=CC=2)=O)=CC=1.C1C=CC(/C=C/C(/C=C/C2C=CC=CC=2)=O)=CC=1.[Pd].[Pd]>[CH2:30]([C:32]1[N:33]([C:2]2[N:3]=[C:4]([N:24]3[CH2:25][CH2:26][O:27][CH2:28][CH2:29]3)[C:5]3[N:10]=[C:9]([CH2:11][N:12]4[CH2:13][CH:14]([N:16]5[CH2:17][CH2:18][S:19](=[O:22])(=[O:23])[CH2:20][CH2:21]5)[CH2:15]4)[S:8][C:6]=3[N:7]=2)[C:34]2[CH:40]=[CH:39][CH:38]=[CH:37][C:35]=2[N:36]=1)[CH3:31] |f:3.4.5,7.8.9.10.11|. Procedure details: A mixture of 5-chloro-2-[3-(1,1-Dioxo-1-thiomorpholin-4-yl)azetidin-1-ylmethyl]-7-morpholin-4-ylthiazolo[5,4-d]pyrimidine (150 mg, 0.33 mmol), 2-ethylbenzimidazole (58 mg, 0.39 mmol), tris(dibenzylideneacetone)dipalladium (15 mg, 0.02 mmol), Xphos (31 mg, 0.07 mmol) and Cs2CO3 (213 mg, 0.65 mmol) in dioxane (3 mL) was purged with argon then heated at 145° C. for 45 min in a microwave reactor. The reaction mixture was filtered through a pad of celite, washing with EtOAc. The filtrate was concentr... Reactants: C(C)(=O)C1=CC=CC=C1 (acetophenone), CC(C)(C)[O-].[K+] (KOtBu), COC(C1=CC(=C(C=C1)F)C)=O (4-fluoro-3-methyl-benzoic acid methyl ester). The solvent is C1CCOC1 (THF). Conditions: time 3 hour. Yields the product FC1=C(C=C(C=C1)C(CC(=O)C1=CC=CC=C1)=O)C (1-(4-fluoro-3-methyl-phenyl)-3-phenyl-1,3-propanedione). RXN SMILES: CC([O-])(C)C.[K+].[C:7]([C:10]1[CH:15]=[CH:14][CH:13]=[CH:12][CH:11]=1)(=[O:9])[CH3:8].C[O:17][C:18](=O)[C:19]1[CH:24]=[CH:23][C:22]([F:25])=[C:21]([CH3:26])[CH:20]=1>C1COCC1>[F:25][C:22]1[CH:23]=[CH:24][C:19]([C:18](=[O:17])[CH2:8][C:7]([C:10]2[CH:15]=[CH:14][CH:13]=[CH:12][CH:11]=2)=[O:9])=[CH:20][C:21]=1[CH3:26] |f:0.1|. Procedure: 17.3 g KOtBu was dissolved in 500 mL THF and 9 mL acetophenone was added. After 15 min at RT 25.9 g 4-fluoro-3-methyl-benzoic acid methyl ester was added and stirred for 3 h at RT. The solvent was removed and the residue was purified by chromatography on silica gel (cyclohexane/EE: 98:2) to yielded 19.3 g of the desired compound.